Dataset: the Open Reaction Database (ORD), a public repository of structured organic reaction records. Task: describe an organic reaction: reactants, conditions, products, and yield Starting materials: O=C(Cl)c1cccc(NC(=O)c2ccccc2)c1, O=C([O-])O, Cc1cc(C(O)(C(F)(F)F)C(F)(F)F)cc(C)c1N, CCOC(C)=O, [Na+], C1CCOC1, O, c1ccncc1. The product is Cc1cc(C(O)(C(F)(F)F)C(F)(F)F)cc(C)c1NC(=O)c1cccc(NC(=O)c2ccccc2)c1. As a reaction SMILES: [C:20]([c:21]1[cH:22][cH:23][cH:24][cH:25][cH:26]1)(=[O:27])[NH:28][c:29]1[cH:30][c:31]([C:32](=[O:33])[Cl:34])[cH:35][cH:36][cH:37]1.[C:44](=[O:45])([O-:46])[OH:47].[CH3:1][c:2]1[c:3]([NH2:4])[c:5]([CH3:19])[cH:6][c:7]([C:9]([C:10]([F:11])([F:12])[F:13])([C:14]([F:15])([F:16])[F:17])[OH:18])[cH:8]1.[CH3:50][CH2:51][O:52][C:53](=[O:54])[CH3:55].[Na+:48].[O:56]1[CH2:57][CH2:58][CH2:59][CH2:60]1.[OH2:49].[cH:38]1[cH:39][cH:40][n:41][cH:42][cH:43]1>>[CH3:1][c:2]1[c:3]([NH:4][C:32]([c:31]2[cH:30][c:29]([NH:28][C:20]([c:21]3[cH:22][cH:23][cH:24][cH:25][cH:26]3)=[O:27])[cH:37][cH:36][cH:35]2)=[O:33])[c:5]([CH3:19])[cH:6][c:7]([C:9]([C:10]([F:11])([F:12])[F:13])([C:14]([F:15])([F:16])[F:17])[OH:18])[cH:8]1.